This data is from the Open Reaction Database (ORD), a public repository of structured organic reaction records. The task is: describe an organic reaction: reactants, conditions, products, and yield The solvent is CN1C(CCC1)=O (1-methyl-2-pyrrolidinone). The yield is 81.8%. Product: OCC1=C(C=C(C=C1)[N+](=O)[O-])SC=1C=C(C(=O)O)C=CC1O (3-(2-Hydroxymethyl-5-nitrophenylthio)-4-hydroxybenzoic acid). Reaction SMILES: [SH:1][C:2]1[CH:9]=[C:8]([N+:10]([O-:12])=[O:11])[CH:7]=[CH:6][C:3]=1[CH2:4][OH:5].[OH:13][C:14]1[CH:22]=[CH:21][C:17]([C:18]([OH:20])=[O:19])=[CH:16][C:15]=1I.Cl>CN1CCCC1=O>[OH:5][CH2:4][C:3]1[CH:6]=[CH:7][C:8]([N+:10]([O-:12])=[O:11])=[CH:9][C:2]=1[S:1][C:15]1[CH:16]=[C:17]([CH:21]=[CH:22][C:14]=1[OH:13])[C:18]([OH:20])=[O:19]. Procedure details: A mixture of 2-mercapto-4-nitrobenzyl alcohol 9.49 g, 18.86 mmoles), 4-hydroxy-3-iodo-benzoic acid (4.67 g, 17.69 mmoles), red cuprous oxide (1.35 g, 9.44 mmoles) and 1-methyl-2-pyrrolidinone (40 ml) was heated under a N2 atmosphere. The mixture became a thick slurry at 90° but at 130° had become a dark red solution. After 1/2 hour at 140° TLC showed that the reaction was finished. The mixture was poured onto 2N HCl (200 ml) and after stirring for a few minutes it was extracted 4× with EtOAc. Th... The reactants are Cl (HCl), SC1=C(CO)C=CC(=C1)[N+](=O)[O-] (2-mercapto-4-nitrobenzyl alcohol), OC1=C(C=C(C(=O)O)C=C1)I (4-hydroxy-3-iodo-benzoic acid), cuprous oxide. Reaction conditions: time 0.5 hour. Reactants: C(C)(C)(C)OC(C1=C(C=C(C=C1)S(=O)(=O)OC1=C(C=C(C=C1C)C1=C2C=CC=CC2=CC=2SC(=C(C21)C)C)C)O)=O (4-[4-(2,3-dimethyl-naphtho[2,3-b]thiophen-4-yl)-2, 6-dimethyl-phenoxysulfonyl]-2-hydroxy-benzoic acid tert-butyl ester), N1=CC=CC=C1 (pyridine), C(C1=CC=CC=C1)(=O)Cl (benzoyl chloride). Product: C(C)(C)(C)OC(C1=C(C=C(C=C1)S(=O)(=O)OC1=C(C=C(C=C1C)C1=C2C=CC=CC2=CC=2SC(=C(C21)C)C)C)OC(C2=CC=CC=C2)=O)=O (2-Benzoyloxy-4-[4-(2,3-dimethyl-naphtho[2,3-b]thiophen-4-yl)-2,6-dimethyl-phenoxysulfonyl]-benzoic acid tert-butyl ester). As a reaction SMILES: [C:1]([O:5][C:6](=[O:41])[C:7]1[CH:12]=[CH:11][C:10]([S:13]([O:16][C:17]2[C:22]([CH3:23])=[CH:21][C:20]([C:24]3[C:36]4[C:35]([CH3:37])=[C:34]([CH3:38])[S:33][C:32]=4[CH:31]=[C:30]4[C:25]=3[CH:26]=[CH:27][CH:28]=[CH:29]4)=[CH:19][C:18]=2[CH3:39])(=[O:15])=[O:14])=[CH:9][C:8]=1[OH:40])([CH3:4])([CH3:3])[CH3:2].N1C=CC=CC=1.[C:48](Cl)(=[O:55])[C:49]1[CH:54]=[CH:53][CH:52]=[CH:51][CH:50]=1>>[C:1]([O:5][C:6](=[O:41])[C:7]1[CH:12]=[CH:11][C:10]([S:13]([O:16][C:17]2[C:22]([CH3:23])=[CH:21][C:20]([C:24]3[C:36]4[C:35]([CH3:37])=[C:34]([CH3:38])[S:33][C:32]=4[CH:31]=[C:30]4[C:25]=3[CH:26]=[CH:27][CH:28]=[CH:29]4)=[CH:19][C:18]=2[CH3:39])(=[O:14])=[O:15])=[CH:9][C:8]=1[O:40][C:48](=[O:55])[C:49]1[CH:54]=[CH:53][CH:52]=[CH:51][CH:50]=1)([CH3:4])([CH3:2])[CH3:3]. Procedure details: The title compound was prepared according to the procedure in Example 17, step 1, using 4-[4-(2,3-dimethyl-naphtho[2,3-b]thiophen-4-yl)-2, 6-dimethyl-phenoxysulfonyl]-2-hydroxy-benzoic acid tert-butyl ester (0.072 g, 0.131 mmol), pyridine (63.4 μL, 0.784 mmol) and benzoyl chloride (30.5 μL, 0.262 mmol) to give a quantitative yield of the title compound. 1H NMR (DMSO-d6) δ 1.33 (s, 9 H), 1.57 (s, 3 H), 2.17 (s, 6 H), 2.31 (s, 3 H), 7.17 (s, 2 H), 7.36-7.48 (m, 3 H), 7.62-7.68 (m, 3 H), 7.78-7.82 ... Starting materials: CC(C)(C1=CC=CC=C1)N=C=O (1-methyl-1-phenyl-ethylisocyanate), C(CCC)C1=NNC(C1C1=CC=CC=C1)(C)C (3-(n-Butyl)-5,5-dimethyl-4-phenyl-4,5-dihydropyrazole). The reagents and catalysts are C(C)N(CC)CC (triethylamine). Run in C1(=CC=CC=C1)C (toluene). Conditions: time 16 hour. Yields the product petroleum ether diethyl ether, CC(C)(C1=CC=CC=C1)NC(=O)N1N=C(C(C1(C)C)C1=CC=CC=C1)CCCC (N-(1-methyl-1-phenyl-ethyl)-3-(n-butyl)-5,5-dimethyl-4-phenyl-4,5-dihydro-(1H)-pyrazole-1-carbox-amide). Yield: 55.0%. Reaction SMILES: [CH2:1]([C:5]1[CH:9]([C:10]2[CH:15]=[CH:14][CH:13]=[CH:12][CH:11]=2)[C:8]([CH3:17])([CH3:16])[NH:7][N:6]=1)[CH2:2][CH2:3][CH3:4].[CH3:18][C:19]([N:27]=[C:28]=[O:29])([C:21]1[CH:26]=[CH:25][CH:24]=[CH:23][CH:22]=1)[CH3:20]>C1(C)C=CC=CC=1.C(N(CC)CC)C>[CH3:20][C:19]([NH:27][C:28]([N:7]1[C:8]([CH3:16])([CH3:17])[CH:9]([C:10]2[CH:15]=[CH:14][CH:13]=[CH:12][CH:11]=2)[C:5]([CH2:1][CH2:2][CH2:3][CH3:4])=[N:6]1)=[O:29])([C:21]1[CH:22]=[CH:23][CH:24]=[CH:25][CH:26]=1)[CH3:18]. Procedure details: Crude 3-(n-Butyl)-5,5-dimethyl-4-phenyl-4,5-dihydropyrazole (Intermediate IV-1) (1.03 gram, 4.48 mmol maximally) was dissolved in toluene (10 ml) and treated with 1-methyl-1-phenyl-ethylisocyanate (Intermediate VII-2) (0.72 g, 4.48 mmol) and 2 drops of triethylamine and the resulting solution was stirred at room temperature for 16 hours. The solution was concentrated and purified using Sepacore equipment: (petroleum ether/diethyl ether=85/15 (v/v)) to give N-(1-methyl-1-phenyl-ethyl)-3-(n-butyl)... The reactants are C1COCCN1, CCOC(=O)c1c(NC(=O)C2C(C)(C)C2(C)C)sc2c1CCCC2. Product: CC1(C)C(C(=O)Nc2sc3c(c2C(=O)N2CCOCC2)CCCC3)C1(C)C. As a reaction SMILES: [CH2:25]1[CH2:26][O:27][CH2:28][CH2:29][NH:30]1.[CH3:1][C:2]1([CH3:24])[CH:3]([C:7](=[O:8])[NH:9][c:10]2[s:11][c:12]3[c:13]([c:14]2[C:15](=[O:16])[O:17][CH2:18][CH3:19])[CH2:20][CH2:21][CH2:22][CH2:23]3)[C:4]1([CH3:5])[CH3:6]>>[CH3:1][C:2]1([CH3:24])[CH:3]([C:7](=[O:8])[NH:9][c:10]2[s:11][c:12]3[c:13]([c:14]2[C:15](=[O:16])[N:30]2[CH2:25][CH2:26][O:27][CH2:28][CH2:29]2)[CH2:20][CH2:21][CH2:22][CH2:23]3)[C:4]1([CH3:5])[CH3:6].